Dataset: the Open Reaction Database (ORD), a public repository of structured organic reaction records. Task: describe an organic reaction: reactants, conditions, products, and yield Starting materials: C(C)(=O)OC(C)=O (acetic anhydride), FC(S(=O)(=O)OS(=O)(=O)C(F)(F)F)(F)F (trifluoromethanesulphonic anhydride), C(C)(=O)N1CC(C2=CC(=CC=C12)OC)CCNC(C)=O (N-[2-(1-acetyl-5-methoxyindolin-3-yl)ethyl]acetamide), COC=1C=C2C(CNC2=CC1)CCNC(C)=O (N-[2-(5-methoxyindolin-3-yl)ethyl]acetamide), FC(S(=O)(=O)N1CC(C2=CC(=CC=C12)OC)CCN(C(C)=O)C(=O)C)(F)F (N-[2-(1-trifluoromethanesulphonyl-5-methoxyindolin-3-yl)ethyl]diacetamide). Run in C1(=CC=CC=C1)C (toluene), C(C)N(CC)CC (triethylamine), ClCCl (dichloromethane). Product: COC=1C=C2C(CNC2=CC1)CCNC(C)=O (N-[2-(5-Methoxyindolin-3-yl)ethyl]acetamide), FC(S(=O)(=O)N1CC(C2=CC(=CC=C12)OC)CCNC(C)=O)(F)F (N-[2-(1-trifluoromethanesulphonyl-5-methoxyindolin-3-yl)ethyl]acetamide). As a reaction SMILES: C([N:4]1[C:12]2[C:7](=[CH:8][C:9]([O:13][CH3:14])=[CH:10][CH:11]=2)[CH:6]([CH2:15][CH2:16][NH:17][C:18](=[O:20])[CH3:19])[CH2:5]1)(=O)C.COC1C=C2C(=CC=1)NCC2CCNC(=O)C.FC(F)(F)S(OS(C(F)(F)F)(=O)=O)(=O)=O.C(OC(=O)C)(=O)C.[F:60][C:61]([F:86])([F:85])[S:62]([N:65]1[C:73]2[C:68](=[CH:69][C:70]([O:74][CH3:75])=[CH:71][CH:72]=2)[CH:67]([CH2:76][CH2:77][N:78](C(C)=O)[C:79](=[O:81])[CH3:80])[CH2:66]1)(=[O:64])=[O:63]>ClCCl.C1(C)C=CC=CC=1.C(N(CC)CC)C>[CH3:14][O:13][C:9]1[CH:8]=[C:7]2[C:12](=[CH:11][CH:10]=1)[NH:4][CH2:5][CH:6]2[CH2:15][CH2:16][NH:17][C:18](=[O:20])[CH3:19].[F:86][C:61]([F:60])([F:85])[S:62]([N:65]1[C:73]2[C:68](=[CH:69][C:70]([O:74][CH3:75])=[CH:71][CH:72]=2)[CH:67]([CH2:76][CH2:77][NH:78][C:79](=[O:81])[CH3:80])[CH2:66]1)(=[O:63])=[O:64]. Procedure details: N-[2-(5-Methoxyindolin-3-yl)ethyl]acetamide is prepared by the method described for the synthesis of N-[2-(1-acetyl-5-methoxyindolin-3-yl)ethyl]acetamide. The intermediate N-[2-(1-trifluoromethanesulphonyl-5-methoxyindolin-3-yl)ethyl]acetamide is prepared by reacting N-[2-(5-methoxyindolin-3-yl)ethyl]acetamide with trifluoromethanesulphonic anhydride in dichloromethane at -78° C. in the presence of triethylamine. The final acylation is carried out with acetic anhydride in refluxing toluene for 2... The reactants are ClC1=CC=C(C=N1)CC(=O)O ((6-chloropyridin-3-yl)acetic acid), Cl.CNOC (N,O-dimethylhydroxyamine hydrochloride), CCN=C=NCCCN(C)C.Cl (EDC.HCl), CN1CCOCC1 (N-methylmorpholine). The solvent is CN(C)C=O (DMF), O (water). Product: ClC1=CC=C(C=N1)CC(=O)N(C)OC (2-(6-Chloropyridin-3-yl)-N-methoxy-N-methylacetamide). Reaction SMILES: [Cl:1][C:2]1[N:7]=[CH:6][C:5]([CH2:8][C:9]([OH:11])=O)=[CH:4][CH:3]=1.Cl.[CH3:13][NH:14][O:15][CH3:16].CCN=C=NCCCN(C)C.Cl.CN1CCOCC1>CN(C=O)C.O>[Cl:1][C:2]1[N:7]=[CH:6][C:5]([CH2:8][C:9]([N:14]([O:15][CH3:16])[CH3:13])=[O:11])=[CH:4][CH:3]=1 |f:1.2,3.4|. Procedure details: A solution of (6-chloropyridin-3-yl)acetic acid (5.0 g), N,O-dimethylhydroxyamine hydrochloride (2.98 g), EDC.HCl (5.87 g), and N-methylmorpholine (9.6 mL) in DMF (70 mL) was stirred at room temperature for 4 days. Under ice cooling, water (150 mL) was added thereto, followed by extraction with EtOAc. The organic layer was sequentially washed with water and brine and was dried over Na2SO4. The desiccant was removed by filtration and the filtrate was concentrated under reduced pressure. The resid... Reactants: CCNc1ccc(-n2ccnc2)cc1, CS(=O)(=O)O, OCC1CCN(CC2CC2)C1. Product: CCN(CC1CCN(CC2CC2)C1)c1ccc(-n2ccnc2)cc1. RXN SMILES: [CH2:17]([CH3:18])[NH:19][c:20]1[cH:21][cH:22][c:23](-[n:26]2[cH:27][n:28][cH:29][cH:30]2)[cH:24][cH:25]1.[CH3:1][S:2]([OH:3])(=[O:4])=[O:5].[CH:6]1([CH2:9][N:10]2[CH2:11][CH:12]([CH2:15][OH:16])[CH2:13][CH2:14]2)[CH2:7][CH2:8]1>>[CH:6]1([CH2:9][N:10]2[CH2:11][CH:12]([CH2:15][N:19]([CH2:17][CH3:18])[c:20]3[cH:21][cH:22][c:23](-[n:26]4[cH:27][n:28][cH:29][cH:30]4)[cH:24][cH:25]3)[CH2:13][CH2:14]2)[CH2:7][CH2:8]1.